From a dataset of the Open Reaction Database (ORD), a public repository of structured organic reaction records. describe an organic reaction: reactants, conditions, products, and yield The reactants are CCOC(CBr)OCC, CS(C)=O, CCOCC, Cl, [Na+], [OH-], O=C(O)Cc1ccc(O)cc1. The product is CCOC(COc1ccc(CC(=O)O)cc1)OCC. RXN SMILES: [CH2:14]([CH3:15])[O:16][CH:17]([CH2:18][Br:19])[O:20][CH2:21][CH3:22].[CH3:24][S:25]([CH3:26])=[O:27].[CH3:28][CH2:29][O:30][CH2:31][CH3:32].[ClH:23].[Na+:13].[OH-:12].[OH:1][C:2](=[O:3])[CH2:4][c:5]1[cH:6][cH:7][c:8]([OH:9])[cH:10][cH:11]1>>[OH:1][C:2](=[O:3])[CH2:4][c:5]1[cH:6][cH:7][c:8]([O:9][CH2:18][CH:17]([O:16][CH2:14][CH3:15])[O:20][CH2:21][CH3:22])[cH:10][cH:11]1. Reactants: CC1=CC=C(C=C1)S(=O)(=O)OC1CCN(CC1)C(=O)OC(C)(C)C (Tert-butyl 4-(((4-methylphenyl)sulfonyl)oxy)piperidine-1-carboxylate), IC1=C(C(NC=C1)=O)C (4-iodo-3-methylpyridin-2(1H)-one), C([O-])([O-])=O.[K+].[K+] (potassium carbonate). The solvent is COCCOCCOC (1-methoxy-2-(2-methoxyethoxyl)ethane). Run at time 22 hour. Yields the product IC1=C(C(N(C=C1)C1CCN(CC1)C(=O)OC(C)(C)C)=O)C (Tert-butyl 4-(4-iodo-3-methyl-2-oxopyridin-1(2H)-yl)piperidine-1-carboxylate). The yield is 80.7%. As a reaction SMILES: CC1C=CC(S(O[CH:12]2[CH2:17][CH2:16][N:15]([C:18]([O:20][C:21]([CH3:24])([CH3:23])[CH3:22])=[O:19])[CH2:14][CH2:13]2)(=O)=O)=CC=1.[I:25][C:26]1[CH:31]=[CH:30][NH:29][C:28](=[O:32])[C:27]=1[CH3:33].C(=O)([O-])[O-].[K+].[K+]>COCCOCCOC>[I:25][C:26]1[CH:31]=[CH:30][N:29]([CH:12]2[CH2:13][CH2:14][N:15]([C:18]([O:20][C:21]([CH3:22])([CH3:23])[CH3:24])=[O:19])[CH2:16][CH2:17]2)[C:28](=[O:32])[C:27]=1[CH3:33] |f:2.3.4|. Procedure: Tert-butyl 4-(((4-methylphenyl)sulfonyl)oxy)piperidine-1-carboxylate (21.7 g) was added to a mixture of 4-iodo-3-methylpyridin-2(1H)-one (8.98 g) and potassium carbonate (21.1 g) in 1-methoxy-2-(2-methoxyethoxyl)ethane (160 mL) at room temperature. The mixture was stirred at 100 C under nitrogen atmosphere for 22 hours. The mixture was quenched with water at room temperature and extracted with ethyl acetate. The organic layer was separated, washed with water and brine, dried over anhydrous magne... Reactants: C1(CC1)N1C=C(C(C2=C(C(=C(C(=C12)F)F)F)F)=O)C(=O)O (1-cyclopropyl-5,6,7,8-tetrafluoro-1,4-dihydro-4-oxoquinoline-3-carboxylic acid), N[C@@H]1CNC[C@H]1C (trans-3-amino4-methylpyrrolidine). Run in C=1(C(=CC=CC1)C)C (xylene). The product is N[C@@H]1CN(C[C@H]1C)C1=C(C(=C2C(C(=CN(C2=C1F)C1CC1)C(=O)O)=O)F)F (7-(trans-3-amino-4-methyl-1-pyrrolidinyl)-1-cyclopropyl-5,6,8-trifluoro-1,4-dihydro-4-oxoquinoline3-carboxylic acid). Reaction SMILES: [CH:1]1([N:4]2[C:13]3[C:8](=[C:9]([F:17])[C:10]([F:16])=[C:11](F)[C:12]=3[F:14])[C:7](=[O:18])[C:6]([C:19]([OH:21])=[O:20])=[CH:5]2)[CH2:3][CH2:2]1.[NH2:22][C@H:23]1[C@H:27]([CH3:28])[CH2:26][NH:25][CH2:24]1>C1(C)C(C)=CC=CC=1>[NH2:22][C@H:23]1[C@H:27]([CH3:28])[CH2:26][N:25]([C:11]2[C:12]([F:14])=[C:13]3[C:8]([C:7](=[O:18])[C:6]([C:19]([OH:21])=[O:20])=[CH:5][N:4]3[CH:1]3[CH2:2][CH2:3]3)=[C:9]([F:17])[C:10]=2[F:16])[CH2:24]1. Reported procedure: In the same manner as described in Example 5, a mixture of 1-cyclopropyl-5,6,7,8-tetrafluoro-1,4-dihydro-4-oxoquinoline-3-carboxylic acid, trans-3-amino4-methylpyrrolidine, and xylene was refluxed for 3 hours to give 7-(trans-3-amino-4-methyl-1-pyrrolidinyl)-1-cyclopropyl-5,6,8-trifluoro-1,4-dihydro-4-oxoquinoline3-carboxylic acid, m.p. 255°-256° C. Reactants: O=C([O-])[O-], O=C(Cl)c1ccccc1, CCN1CC(O)C(NCCc2ccccc2)C1, ClCCl, CCO, [K+], [K+], [K+], [OH-], O. Yields the product CCN1CC(O)C(N(CCc2ccccc2)C(=O)c2ccccc2)C1. Reaction SMILES: [C:18](=[O:19])([O-:20])[O-:21].[C:24]([c:25]1[cH:26][cH:27][cH:28][cH:29][cH:30]1)(=[O:31])[Cl:32].[CH2:1]([CH3:2])[N:3]1[CH2:4][CH:5]([OH:17])[CH:6]([NH:8][CH2:9][CH2:10][c:11]2[cH:12][cH:13][cH:14][cH:15][cH:16]2)[CH2:7]1.[CH2:35]([Cl:36])[Cl:37].[CH3:38][CH2:39][OH:40].[K+:22].[K+:23].[K+:34].[OH-:33].[OH2:41]>>[CH2:1]([CH3:2])[N:3]1[CH2:4][CH:5]([OH:17])[CH:6]([N:8]([CH2:9][CH2:10][c:11]2[cH:12][cH:13][cH:14][cH:15][cH:16]2)[C:24]([c:25]2[cH:26][cH:27][cH:28][cH:29][cH:30]2)=[O:31])[CH2:7]1. The reactants are CN1CCOCC1 (4-methylmorpholine), C(#N)C=1C=C(C=CC1)NC(C(=O)O)C1=C(C=CC=C1)F ((3-cyanophenylamino)-2-fluorophenylacetic acid), NC1=CC(=C(C=C1)N1C(CCCC1)=O)C (1-(4-amino-2-methylphenyl)piperidin-2-one), Cl.CN(CCCN=C=NCC)C (N-(3-dimethylaminopropyl)-N′-ethylcarbodiimide hydrochloride), O.OC1=CC=CC=2NN=NC21 (hydroxybenzotriazole hydrate). The solvent is CN(C)C=O (DMF), O (water). Run at time 24 hour. Yields the product C(#N)C=1C=C(C=CC1)NC(C(=O)NC1=CC(=C(C=C1)N1C(CCCC1)=O)C)C1=C(C=CC=C1)F (2-(3-cyanophenylamino)-2-(2-fluorophenyl)-N-[3-methyl-4-(2-oxopiperidin-1-yl)phenyl]acetamide). Reaction SMILES: CN1CCOCC1.[C:8]([C:10]1[CH:11]=[C:12]([NH:16][CH:17]([C:21]2[CH:26]=[CH:25][CH:24]=[CH:23][C:22]=2[F:27])[C:18]([OH:20])=O)[CH:13]=[CH:14][CH:15]=1)#[N:9].[NH2:28][C:29]1[CH:34]=[CH:33][C:32]([N:35]2[CH2:40][CH2:39][CH2:38][CH2:37][C:36]2=[O:41])=[C:31]([CH3:42])[CH:30]=1.Cl.CN(C)CCCN=C=NCC.O.OC1C2N=NNC=2C=CC=1>CN(C=O)C.O>[C:8]([C:10]1[CH:11]=[C:12]([NH:16][CH:17]([C:21]2[CH:26]=[CH:25][CH:24]=[CH:23][C:22]=2[F:27])[C:18]([NH:28][C:29]2[CH:34]=[CH:33][C:32]([N:35]3[CH2:40][CH2:39][CH2:38][CH2:37][C:36]3=[O:41])=[C:31]([CH3:42])[CH:30]=2)=[O:20])[CH:13]=[CH:14][CH:15]=1)#[N:9] |f:3.4,5.6|. Procedure details: 225 μl (2.22 mmol) of 4-methylmorpholine are added to a solution of 600 mg (2.22 mmol) of (3-cyanophenylamino)-2-fluorophenylacetic acid, 453 mg (2.22 mmol) of 1-(4-amino-2-methylphenyl)piperidin-2-one, 426 mg (2.22 mmol) of N-(3-dimethylaminopropyl)-N′-ethylcarbodiimide hydrochloride (DAPECI) and 300 mg (2.22 mmol) of hydroxybenzotriazole hydrate (HOBt) in 1 ml of DMF, and the mixture is stirred at room temperature for 24 hours. The reaction mixture is introduced into water, and the precipitate...